Dataset: the Open Reaction Database (ORD), a public repository of structured organic reaction records. Task: describe an organic reaction: reactants, conditions, products, and yield Starting materials: C1(CC1)COC=1C=C(C(=O)N[C@@H]2CC=CC[C@@H]2C2=CC(=C(C=C2)OC)OC)C=CC1OCC1CC1 ((±)-cis-3,4-bis-cyclopropylmethoxy-N-[6-(3,4-dimethoxyphenyl)cyclohex-3-enyl]benzamide), C1(CC1)COC=1C=C(C(=O)N[C@@H]2CC=CC[C@@H]2C2=CC(=C(C=C2)OC)OC)C=CC1OCC1CC1 ((±)-cis-3,4-bis-cyclopropylmethoxy-N-[6-(3,4-dimethoxyphenyl)cyclohex-3-enyl]benzamide), ClC1=CC(=CC=C1)C(=O)OO (m-chloroperbenzoic acid). Run in ClCCl (dichloromethane). The product is C1(CC1)COC=1C=C(C(=O)NC2CC3OC3CC2C2=CC(=C(C=C2)OC)OC)C=CC1OCC1CC1 ((±)-3,4-Bis-cyclopropylmethoxy-N-[(3RS,4RS)-4-(3,4-dimethoxyphenyl)-7-oxabicyclo[4.1.0]-hept-3-yl]benzamide). Isolated yield 68.0%. Reaction SMILES: [CH:1]1([CH2:4][O:5][C:6]2[CH:7]=[C:8]([CH:28]=[CH:29][C:30]=2[O:31][CH2:32][CH:33]2[CH2:35][CH2:34]2)[C:9]([NH:11][C@H:12]2[C@@H:17]([C:18]3[CH:23]=[CH:22][C:21]([O:24][CH3:25])=[C:20]([O:26][CH3:27])[CH:19]=3)[CH2:16][CH:15]=[CH:14][CH2:13]2)=[O:10])[CH2:3][CH2:2]1.ClC1C=CC=C(C(OO)=[O:44])C=1>ClCCl>[CH:1]1([CH2:4][O:5][C:6]2[CH:7]=[C:8]([CH:28]=[CH:29][C:30]=2[O:31][CH2:32][CH:33]2[CH2:35][CH2:34]2)[C:9]([NH:11][CH:12]2[CH:17]([C:18]3[CH:23]=[CH:22][C:21]([O:24][CH3:25])=[C:20]([O:26][CH3:27])[CH:19]=3)[CH2:16][CH:15]3[CH:14]([O:44]3)[CH2:13]2)=[O:10])[CH2:2][CH2:3]1. Reported procedure: 37.7 g of (±)-cis-3,4-bis-cyclopropylmethoxy-N-[6-(3,4-dimethoxyphenyl)cyclohex-3-enyl]benzamide (compound F1) are dissolved in 470 ml of dichloromethane and treated with 27.4 g of m-chloroperbenzoic acid. After stirring over night at room temperature, the reaction mixture is extracted with sodium hydrogencarbonate solution and water, the organic phase is dried using sodium sulfate and concentrated. The residue is chromatographed on silica gel using a a mixture of petroleum ether/ethyl acetate/t... The reactants are CCCCCCCCCCCCCCCC(=O)NCCCO, CN1CCOCC1, CCOC(=O)Cl, C1CCOC1. The product is CCCCCCCCCCCCCCCC(=O)NCCCOC(=O)OCC. As a reaction SMILES: [C:1]([CH2:2][CH2:3][CH2:4][CH2:5][CH2:6][CH2:7][CH2:8][CH2:9][CH2:10][CH2:11][CH2:12][CH2:13][CH2:14][CH2:15][CH3:16])(=[O:17])[NH:18][CH2:19][CH2:20][CH2:21][OH:22].[CH3:23][N:24]1[CH2:25][CH2:26][O:27][CH2:28][CH2:29]1.[Cl:30][C:31](=[O:32])[O:33][CH2:34][CH3:35].[O:36]1[CH2:37][CH2:38][CH2:39][CH2:40]1>>[C:1]([CH2:2][CH2:3][CH2:4][CH2:5][CH2:6][CH2:7][CH2:8][CH2:9][CH2:10][CH2:11][CH2:12][CH2:13][CH2:14][CH2:15][CH3:16])(=[O:17])[NH:18][CH2:19][CH2:20][CH2:21][O:22][C:31](=[O:32])[O:33][CH2:34][CH3:35]. Yields the product CC1=C(C=Cc2cccc(C(=O)C(C)(C)CNC(=O)OC(C)(C)C)c2)C(C)(C)CCC1. RXN SMILES: [O:32]=[Cr:33]([Cl:34])([O-:35])=[O:36].[OH:1][CH:2]([C:3]([CH2:4][NH:5][C:6]([O:7][C:8]([CH3:9])([CH3:10])[CH3:11])=[O:12])([CH3:13])[CH3:14])[c:15]1[cH:16][c:17]([CH:21]=[CH:22][C:23]2=[C:24]([CH3:31])[CH2:25][CH2:26][CH2:27][C:28]2([CH3:29])[CH3:30])[cH:18][cH:19][cH:20]1.[nH+:37]1[cH:38][cH:39][cH:40][cH:41][cH:42]1>>[O:1]=[C:2]([C:3]([CH2:4][NH:5][C:6]([O:7][C:8]([CH3:9])([CH3:10])[CH3:11])=[O:12])([CH3:13])[CH3:14])[c:15]1[cH:16][c:17]([CH:21]=[CH:22][C:23]2=[C:24]([CH3:31])[CH2:25][CH2:26][CH2:27][C:28]2([CH3:29])[CH3:30])[cH:18][cH:19][cH:20]1. The reactants are O=[Cr](=O)([O-])Cl, CC1=C(C=Cc2cccc(C(O)C(C)(C)CNC(=O)OC(C)(C)C)c2)C(C)(C)CCC1, c1cc[nH+]cc1. Starting materials: COCOc1ccc(Cc2c(C)cc(C(=O)OC)cc2C)cc1Cc1ccc(F)cc1, CO, [Na+], [OH-]. The product is COCOc1ccc(Cc2c(C)cc(C(=O)O)cc2C)cc1Cc1ccc(F)cc1. As a reaction SMILES: [CH3:1][c:2]1[cH:3][c:4]([C:5](=[O:6])[O:7][CH3:8])[cH:9][c:10]([CH3:31])[c:11]1[CH2:12][c:13]1[cH:14][c:15]([CH2:23][c:24]2[cH:25][cH:26][c:27]([F:30])[cH:28][cH:29]2)[c:16]([O:19][CH2:20][O:21][CH3:22])[cH:17][cH:18]1.[CH3:34][OH:35].[Na+:33].[OH-:32]>>[CH3:1][c:2]1[cH:3][c:4]([C:5](=[O:6])[OH:7])[cH:9][c:10]([CH3:31])[c:11]1[CH2:12][c:13]1[cH:14][c:15]([CH2:23][c:24]2[cH:25][cH:26][c:27]([F:30])[cH:28][cH:29]2)[c:16]([O:19][CH2:20][O:21][CH3:22])[cH:17][cH:18]1.